Dataset: the Open Reaction Database (ORD), a public repository of structured organic reaction records. Task: describe an organic reaction: reactants, conditions, products, and yield The reactants are CC(O)=S, O=C([O-])O, CCOC(=O)N=NC(=O)OCC, COC(=O)C(C)CO, [Na+], C1CCOC1. The product is COC(=O)C(C)CSC(C)=O. Reaction SMILES: [C:21]([CH3:22])(=[S:23])[OH:24].[C:25](=[O:26])([O-:27])[OH:28].[CH2:9]([O:10][C:11]([N:12]=[N:13][C:14]([O:15][CH2:16][CH3:17])=[O:18])=[O:19])[CH3:20].[CH3:1][O:2][C:3]([CH:4]([CH2:5][OH:6])[CH3:7])=[O:8].[Na+:29].[O:30]1[CH2:31][CH2:32][CH2:33][CH2:34]1>>[CH3:1][O:2][C:3]([CH:4]([CH2:5][S:23][C:21]([CH3:22])=[O:24])[CH3:7])=[O:8]. The reactants are FC1=CC=C(S1)[C@@]12N=C(SC[C@@H]1CN(C2)C2=NC=CC=N2)N ((4aR,7aR)-7a-(5-fluorothiophen-2-yl)-6-(pyrimidin-2-yl)-4,4a,5,6,7,7a-hexahydropyrrolo[3,4-d][1,3]thiazin-2-amine), Cl (HCl). The solvent is C(C)OCC (diethyl ether), ClCCl (dichloromethane), C(C)OCC (diethyl ether). Yields the product Cl.FC1=CC=C(S1)[C@@]12N=C(SC[C@@H]1CN(C2)C2=NC=CC=N2)N ((4aR,7aR)-7a-(5-Fluorothiophen-2-yl)-6-(pyrimidin-2-yl)-4,4a,5,6,7,7a-hexahydropyrrolo[3,4-d][1,3]thiazin-2-amine hydrochloride). Isolated yield 92.0%. RXN SMILES: [F:1][C:2]1[S:6][C:5]([C@:7]23[CH2:15][N:14]([C:16]4[N:21]=[CH:20][CH:19]=[CH:18][N:17]=4)[CH2:13][C@H:12]2[CH2:11][S:10][C:9]([NH2:22])=[N:8]3)=[CH:4][CH:3]=1.[ClH:23]>C(OCC)C.ClCCl>[ClH:23].[F:1][C:2]1[S:6][C:5]([C@:7]23[CH2:15][N:14]([C:16]4[N:17]=[CH:18][CH:19]=[CH:20][N:21]=4)[CH2:13][C@H:12]2[CH2:11][S:10][C:9]([NH2:22])=[N:8]3)=[CH:4][CH:3]=1 |f:4.5|. Reported procedure: To a stirred clear colorless solution of the [(4aR,7aR)-7a-(5-fluorothiophen-2-yl)-6-(pyrimidin-2-yl)-4,4a,5,6,7,7a-hexahydropyrrolo[3,4-d][1,3]thiazin-2-amine (318 mg, 948 μmol) in diethyl ether (10 mL) and dichloromethane (10 mL) is added a solution of 1 M HCl in diethyl ether (1.05 mL, 1.05 mmol). The resulting white mixture is stirred for a few minutes, then the solid is collected and washed with diethyl ether (15 mL), to give the title compound (325 mg, 92%) as a white solid. ES/MS (m/e): 3... Reactants: CCN(CC)C(=O)Cl, CC(C)=O, CCN(CC)C(=O)Oc1c(Cl)cc([N+](=O)[O-])cc1C(C)=O, CC(=O)c1cc(Cl)c(O)c([N+](=O)[O-])c1, [K]. The product is CCN(CC)C(=O)Oc1c(Cl)cc(C(C)=O)cc1[N+](=O)[O-]. Reaction SMILES: [CH2:16]([CH3:17])[N:18]([C:19](=[O:20])[Cl:21])[CH2:22][CH3:23].[CH3:45][C:46](=[O:47])[CH3:48].[Cl:24][c:25]1[c:26]([O:27][C:28](=[O:29])[N:30]([CH2:31][CH3:32])[CH2:33][CH3:34])[c:35]([C:36](=[O:37])[CH3:38])[cH:39][c:40]([N+:41]([O-:42])=[O:43])[cH:44]1.[Cl:2][c:3]1[cH:4][c:5]([C:13]([CH3:14])=[O:15])[cH:6][c:7]([N+:10](=[O:11])[O-:12])[c:8]1[OH:9].[K:1]>>[Cl:2][c:3]1[cH:4][c:5]([C:13]([CH3:14])=[O:15])[cH:6][c:7]([N+:10](=[O:11])[O-:12])[c:8]1[O:9][C:19]([N:18]([CH2:16][CH3:17])[CH2:22][CH3:23])=[O:20]. Reactants: ClC1=C(C=C(C=C1)C)NC=1NC2=C(N1)C=C(C1=C2CC(O1)(C)C)C(=O)O (2-[(2-chloro-5-methylphenyl)amino]-7,7-dimethyl-7,8-dihydro-1H-furo[3,2-e]benzimidazole-5-carboxylic acid), CCN(C(C)C)C(C)C (DIPEA), S(=O)(Cl)Cl (thionyl chloride), FC(C=1C=C(C=CC1)N)(F)F (3-trifluoromethyl phenyl amine). Solvent: C1CCOC1 (THF). Yields the product ClC1=C(C=C(C=C1)C)NC=1NC2=C(N1)C=C(C1=C2CC(O1)(C)C)C(=O)NC1=CC(=CC=C1)C(F)(F)F (2-[(2-Chloro-5-methylphenyl)amino]-7,7-dimethyl-N-[3-(trifluoromethyl)phenyl]-7,8-dihydro-1H-furo[3,2-e]benzimidazole-5-carboxamide). Isolated yield 16.5%. As a reaction SMILES: [Cl:1][C:2]1[CH:7]=[CH:6][C:5]([CH3:8])=[CH:4][C:3]=1[NH:9][C:10]1[NH:11][C:12]2[C:18]3[CH2:19][C:20]([CH3:23])([CH3:22])[O:21][C:17]=3[C:16]([C:24](O)=[O:25])=[CH:15][C:13]=2[N:14]=1.S(Cl)(Cl)=O.[F:31][C:32]([F:41])([F:40])[C:33]1[CH:34]=[C:35]([NH2:39])[CH:36]=[CH:37][CH:38]=1.CCN(C(C)C)C(C)C>C1COCC1>[Cl:1][C:2]1[CH:7]=[CH:6][C:5]([CH3:8])=[CH:4][C:3]=1[NH:9][C:10]1[NH:11][C:12]2[C:18]3[CH2:19][C:20]([CH3:23])([CH3:22])[O:21][C:17]=3[C:16]([C:24]([NH:39][C:35]3[CH:36]=[CH:37][CH:38]=[C:33]([C:32]([F:31])([F:40])[F:41])[CH:34]=3)=[O:25])=[CH:15][C:13]=2[N:14]=1. Reported procedure: The title compound was prepared by following the procedure described for Example-108 using 2-[(2-chloro-5-methylphenyl)amino]-7,7-dimethyl-7,8-dihydro-1H-furo[3,2-e]benzimidazole-5-carboxylic acid (Intermediate-27, 0.175 g, 0.471 mmol), thionyl chloride (2.0 mL), 3-trifluoromethyl phenyl amine (0.114 g, 0.707 mmol), THF (5.0 mL) and DIPEA (2 mL). The obtained crude product was purified by column chromatography on neutral alumina eluting with 0.9% MeOH:DCM to afford 0.040 g of the desired product... Starting materials: CC(c1ccc(Br)cc1)N1CCC(CCCO)(c2ccccc2)OC1=O, C=C[Sn](CCCC)(CCCC)CCCC, Cc1ccccc1, O=C(C=Cc1ccccc1)C=Cc1ccccc1, O=C(C=Cc1ccccc1)C=Cc1ccccc1, O=C(C=Cc1ccccc1)C=Cc1ccccc1, [Pd], [Pd], c1ccc(P(c2ccccc2)c2ccc3ccccc3c2-c2c(P(c3ccccc3)c3ccccc3)ccc3ccccc23)cc1. Yields the product C=Cc1ccc(C(C)N2CCC(CCCO)(c3ccccc3)OC2=O)cc1. As a reaction SMILES: [Br:1][c:2]1[cH:3][cH:4][c:5]([CH:8]([CH3:9])[N:10]2[C:11](=[O:26])[O:12][C:13]([c:16]3[cH:17][cH:18][cH:19][cH:20][cH:21]3)([CH2:22][CH2:23][CH2:24][OH:25])[CH2:14][CH2:15]2)[cH:6][cH:7]1.[CH2:27]([CH2:28][CH2:40][CH3:41])[Sn:29]([CH2:30][CH2:31][CH2:32][CH3:33])([CH2:34][CH2:35][CH2:36][CH3:37])[CH:38]=[CH2:39].[CH3:88][c:89]1[cH:90][cH:91][cH:92][cH:93][cH:94]1.[O:115]=[C:116]([CH:117]=[CH:118][c:119]1[cH:120][cH:121][cH:122][cH:123][cH:124]1)[CH:125]=[CH:126][c:127]1[cH:128][cH:129][cH:130][cH:131][cH:132]1.[O:133]=[C:134]([CH:135]=[CH:136][c:137]1[cH:138][cH:139][cH:140][cH:141][cH:142]1)[CH:143]=[CH:144][c:145]1[cH:146][cH:147][cH:148][cH:149][cH:150]1.[O:97]=[C:98]([CH:99]=[CH:100][c:101]1[cH:102][cH:103][cH:104][cH:105][cH:106]1)[CH:107]=[CH:108][c:109]1[cH:110][cH:111][cH:112][cH:113][cH:114]1.[Pd:95].[Pd:96].[cH:42]1[cH:43][cH:44][c:45]([P:46]([c:47]2[cH:48][cH:49][c:50]3[c:51]([cH:52][cH:53][cH:54][cH:55]3)[c:56]2-[c:57]2[c:58]3[c:59]([cH:60][cH:61][cH:62][cH:63]3)[cH:64][cH:65][c:66]2[P:67]([c:68]2[cH:69][cH:70][cH:71][cH:72][cH:73]2)[c:74]2[cH:75][cH:76][cH:77][cH:78][cH:79]2)[c:80]2[cH:81][cH:82][cH:83][cH:84][cH:85]2)[cH:86][cH:87]1>>[c:2]1([CH:27]=[CH2:28])[cH:3][cH:4][c:5]([CH:8]([CH3:9])[N:10]2[C:11](=[O:26])[O:12][C:13]([c:16]3[cH:17][cH:18][cH:19][cH:20][cH:21]3)([CH2:22][CH2:23][CH2:24][OH:25])[CH2:14][CH2:15]2)[cH:6][cH:7]1. RXN SMILES: [CH3:12][C:13](=[CH:14][CH2:15][CH2:16][C:17]([CH3:18])=[O:19])[CH3:20].[CH:1](=[O:2])[c:3]1[cH:4][cH:5][c:6]2[c:10]([cH:11]1)[O:9][CH2:8][O:7]2.[Na+:22].[OH-:21]>>[CH:1]([c:3]1[cH:4][cH:5][c:6]2[c:10]([cH:11]1)[O:9][CH2:8][O:7]2)=[CH:18][C:17]([CH2:16][CH2:15][CH:14]=[C:13]([CH3:12])[CH3:20])=[O:19]. Yields the product CC(C)=CCCC(=O)C=Cc1ccc2c(c1)OCO2. Reactants: CC(=O)CCC=C(C)C, O=Cc1ccc2c(c1)OCO2, [Na+], [OH-].